Dataset: the Open Reaction Database (ORD), a public repository of structured organic reaction records. Task: describe an organic reaction: reactants, conditions, products, and yield The reactants are CCOC(=O)c1c(O)c2ccc(OCc3ccccc3)cc2c(=O)n1CC(C)(C)C, CCCCO, CCCCP(CCCC)CCCC, O=C(N=NC(=O)N1CCCCC1)N1CCCCC1, C1CCOC1. Product: CCCCOc1c(C(=O)OCC)n(CC(C)(C)C)c(=O)c2cc(OCc3ccccc3)ccc12. Reaction SMILES: [CH2:1]([c:2]1[cH:3][cH:4][cH:5][cH:6][cH:7]1)[O:8][c:9]1[cH:10][cH:11][c:12]2[c:13]([OH:30])[c:14]([C:25](=[O:26])[O:27][CH2:28][CH3:29])[n:15]([CH2:20][C:21]([CH3:22])([CH3:23])[CH3:24])[c:16](=[O:19])[c:17]2[cH:18]1.[CH2:31]([CH2:32][CH2:33][CH3:34])[OH:35].[CH2:36]([P:37]([CH2:38][CH2:39][CH2:40][CH3:41])[CH2:42][CH2:43][CH2:44][CH3:45])[CH2:46][CH2:47][CH3:48].[N:49]([C:50]([N:51]1[CH2:52][CH2:53][CH2:54][CH2:55][CH2:56]1)=[O:57])=[N:58][C:59]([N:60]1[CH2:61][CH2:62][CH2:63][CH2:64][CH2:65]1)=[O:66].[O:67]1[CH2:68][CH2:69][CH2:70][CH2:71]1>>[CH2:1]([c:2]1[cH:3][cH:4][cH:5][cH:6][cH:7]1)[O:8][c:9]1[cH:10][cH:11][c:12]2[c:13]([O:30][CH2:31][CH2:32][CH2:33][CH3:34])[c:14]([C:25](=[O:26])[O:27][CH2:28][CH3:29])[n:15]([CH2:20][C:21]([CH3:22])([CH3:23])[CH3:24])[c:16](=[O:19])[c:17]2[cH:18]1. Reactants: COC(=O)C(C)CS(=O)(=O)N(Cc1ccccc1)C(c1ccccc1)c1ccccc1, C1CCOC1, CO, CCOC(C)=O, [K+], [Li+], [OH-], O=S(=O)([O-])O. The product is CC(CS(=O)(=O)N(Cc1ccccc1)C(c1ccccc1)c1ccccc1)C(=O)O. RXN SMILES: [CH2:1]([c:2]1[cH:3][cH:4][cH:5][cH:6][cH:7]1)[N:8]([CH:9]([c:10]1[cH:11][cH:12][cH:13][cH:14][cH:15]1)[c:16]1[cH:17][cH:18][cH:19][cH:20][cH:21]1)[S:22](=[O:23])(=[O:24])[CH2:25][CH:26]([C:27](=[O:28])[O:29][CH3:30])[CH3:31].[CH2:42]1[O:43][CH2:44][CH2:45][CH2:46]1.[CH3:34][OH:35].[CH3:47][CH2:48][O:49][C:50](=[O:51])[CH3:52].[K+:41].[Li+:33].[OH-:32].[S:36](=[O:37])(=[O:38])([OH:39])[O-:40]>>[CH2:1]([c:2]1[cH:3][cH:4][cH:5][cH:6][cH:7]1)[N:8]([CH:9]([c:10]1[cH:11][cH:12][cH:13][cH:14][cH:15]1)[c:16]1[cH:17][cH:18][cH:19][cH:20][cH:21]1)[S:22](=[O:23])(=[O:24])[CH2:25][CH:26]([C:27](=[O:28])[OH:29])[CH3:31].